This data is from the Open Reaction Database (ORD), a public repository of structured organic reaction records. The task is: describe an organic reaction: reactants, conditions, products, and yield Reactants: CC1=C(C(=CC=C1)C)O (2,6-dimethylphenol), Cl.ClCCN1CCCC1 (N-(2-chloroethyl)pyrrolidine hydrochloride), C([O-])([O-])=O.[K+].[K+] (potassium carbonate). Reagents/catalysts: [Na+].[I-] (NaI). The solvent is CC(=O)CC (ethyl methyl ketone). Product: Cl.CC1=C(OCCN2CCCC2)C(=CC=C1)C (N-[2-(2,6-dimethylphenoxy)ethyl]pyrrolidine hydrochloride). The yield is 64.8%. Reaction SMILES: [CH3:1][C:2]1[CH:7]=[CH:6][CH:5]=[C:4]([CH3:8])[C:3]=1[OH:9].Cl.[Cl:11][CH2:12][CH2:13][N:14]1[CH2:18][CH2:17][CH2:16][CH2:15]1.C(=O)([O-])[O-].[K+].[K+]>CC(CC)=O.[Na+].[I-]>[ClH:11].[CH3:1][C:2]1[CH:7]=[CH:6][CH:5]=[C:4]([CH3:8])[C:3]=1[O:9][CH2:12][CH2:13][N:14]1[CH2:18][CH2:17][CH2:16][CH2:15]1 |f:1.2,3.4.5,7.8,9.10|. Procedure: 46.7 g (0.38 mole) of 2,6-dimethylphenol, 65.0 g (0.38 mole) of N-(2-chloroethyl)pyrrolidine hydrochloride, 210.1 g (1.52 mole) of potassium carbonate and 2 g of NaI in 300 ml of ethyl methyl ketone were refluxed for 48 h. The reaction mixture was concentrated under reduced pressure, the residue was partitioned between water and ether, the organic phase was separated off, washed with water and dried, and excess ethereal hydrogen chloride solution was added. The precipitated product was recrystal... Starting materials: C(C1=CC=CC=C1)NC(N(CC)CC1=C(C=CC(=C1)C(F)(F)F)C1=CC(=CC(=C1)C(F)(F)F)[C@H](C(=O)N[C@@H](CC1=CC=CC=C1)C)C)=O ((R)-2-[2′-(3-Benzyl-1-ethyl-ureidomethyl)-5,4′-bis-trifluoromethyl-biphenyl-3-yl]-N—((R)-1-methyl-2-phenyl-ethyl)-propionamide), OS(=O)(=O)O (H2SO4). Run in O1CCOCC1 (1,4-dioxane). Product: C(C)NCC1=C(C=CC(=C1)C(F)(F)F)C1=CC(=CC(=C1)C(F)(F)F)[C@H](C(=O)O)C ((R)-2-(2′-Ethylaminomethyl-5,4′-bis-trifluoromethyl-biphenyl-3-yl)-propionic acid). As a reaction SMILES: C(NC(=O)[N:10]([CH2:13][C:14]1[CH:19]=[C:18]([C:20]([F:23])([F:22])[F:21])[CH:17]=[CH:16][C:15]=1[C:24]1[CH:29]=[C:28]([C:30]([F:33])([F:32])[F:31])[CH:27]=[C:26]([C@@H:34]([CH3:47])[C:35](N[C@H](C)CC2C=CC=CC=2)=[O:36])[CH:25]=1)[CH2:11][CH3:12])C1C=CC=CC=1.[OH:49]S(O)(=O)=O>O1CCOCC1>[CH2:11]([NH:10][CH2:13][C:14]1[CH:19]=[C:18]([C:20]([F:22])([F:23])[F:21])[CH:17]=[CH:16][C:15]=1[C:24]1[CH:29]=[C:28]([C:30]([F:32])([F:33])[F:31])[CH:27]=[C:26]([C@@H:34]([CH3:47])[C:35]([OH:36])=[O:49])[CH:25]=1)[CH3:12]. Reported procedure: (R)-2-[2′-(3-Benzyl-1-ethyl-ureidomethyl)-5,4′-bis-trifluoromethyl-biphenyl-3-yl]-N—((R)-1-methyl-2-phenyl-ethyl)-propionamide (0.08 g, 0.12 mmol) was treated with 5N aqueous H2SO4 in 1,4-dioxane at 100° C. for 24 hours. The mixture was purified by preparative HPLC to give the title compound. The reactants are C(C=CC1=CC=CC=C1)(=O)Cl (cinnamic acid chloride), C(C1=CC=CC=C1)N1CC2CNCC(C1)C2(C)C (3-benzyl-9,9-dimethyl-3,7-diazabicyclo[3,3,1]nonane). Solvent: ClCCl (dichloromethane), O (water), ClCCl (dichloromethane). Reaction conditions: time 3 hour. Yields the product C(C=CC1=CC=CC=C1)(=O)N1CC2CN(CC(C1)C2(C)C)CC2=CC=CC=C2 (7-cinnamoyl-3-benzyl-9,9-dimethyl-3,7-diazabicyclo[3,3,1]nonane). The yield is 59.3%. Reaction SMILES: [C:1](Cl)(=[O:10])[CH:2]=[CH:3][C:4]1[CH:9]=[CH:8][CH:7]=[CH:6][CH:5]=1.[CH2:12]([N:19]1[CH2:26][CH:25]2[C:27]([CH3:29])([CH3:28])[CH:21]([CH2:22][NH:23][CH2:24]2)[CH2:20]1)[C:13]1[CH:18]=[CH:17][CH:16]=[CH:15][CH:14]=1>ClCCl.O>[C:1]([N:23]1[CH2:24][CH:25]2[C:27]([CH3:29])([CH3:28])[CH:21]([CH2:20][N:19]([CH2:12][C:13]3[CH:18]=[CH:17][CH:16]=[CH:15][CH:14]=3)[CH2:26]2)[CH2:22]1)(=[O:10])[CH:2]=[CH:3][C:4]1[CH:9]=[CH:8][CH:7]=[CH:6][CH:5]=1. Procedure details: 3.9 g cinnamic acid chloride were dissolved in 20 ml dichloromethane, and to this solution a solution of 5.5 g 3-benzyl-9,9-dimethyl-3,7-diazabicyclo[3,3,1]nonane in 10 ml dichloromethane was added with ice cooling. Subsequently the reaction mixture was stirred for 3 hours at room temperature. Then, for working up, the solvent was distilled off and the residue containing the 7-cinnamyl-3-benzyl-9,9-dimethyl-3,7-diazabicyclo[3,3,1]nonane which had formed was dissolved in water. To remove non-basi... The reactants are CCOC(=O)C.CCCCCC (EtOAc hexane), CC1=C(OC=C1)C(=O)OC (methyl 3-methylfuroate), [OH-].[Na+] (NaOH). The solvent is CO (MeOH), O (water). Reaction conditions: time 3 hour. Yields the product CC1=C(OC=C1)C(=O)O (3-methyl furoic acid), solid. The yield is 73.0%. As a reaction SMILES: [CH3:1][C:2]1[CH:6]=[CH:5][O:4][C:3]=1[C:7]([O:9]C)=[O:8].[OH-].[Na+].CCOC(C)=O.CCCCCC>CO.O>[CH3:1][C:2]1[CH:6]=[CH:5][O:4][C:3]=1[C:7]([OH:9])=[O:8] |f:1.2,3.4|. Reported procedure: To a solution of commercially available methyl 3-methylfuroate (20.0 g, 140 mmol) in 100 mL of MeOH, NaOH (11.43 g, 280 mmol) in 20 mL of water was added. The yellowish solution was stirred at room temperature for 3 hours. TLC (1:9 EtOAc/hexane) showed no starting material. MeOH was removed and the pH of the aqueous solution was adjusted to 4 with 1N HCl. The slurry was extracted with ethyl acetate (5×100 mL). The combined ethyl acetate layers were washed brine, and dried over sodium sulfate. 3-... Reactants: N1=C(C=CC=C1)C=1C(=C2N(N1)CCC2)C2=CC=NC1=CC(=CC=C21)OCCCN (3-[4-(2-pyridin-2-yl-5,6-dihydro-4H-pyrrolo[1,2-b]pyrazol-3-yl)-quinolin-7-yloxy]-propylamine), C(C)(=O)OC(C)=O (acetic anhydride). Solvent: N1=CC=CC=C1 (pyridine). Reaction conditions: time 2 hour. Yields the product N1=C(C=CC=C1)C=1C(=C2N(N1)CCC2)C2=CC=NC1=CC(=CC=C21)OCCCNC(C)=O (N-{3-[4-(2-Pyridin-2-yl-5,6-dihydro-4H-pyrrolo[1,2-b]pyrazol-3-yl)-quinolin-7-yloxy]-propyl}-acetamide). RXN SMILES: [N:1]1[CH:6]=[CH:5][CH:4]=[CH:3][C:2]=1[C:7]1[C:8]([C:15]2[C:24]3[C:19](=[CH:20][C:21]([O:25][CH2:26][CH2:27][CH2:28][NH2:29])=[CH:22][CH:23]=3)[N:18]=[CH:17][CH:16]=2)=[C:9]2[CH2:14][CH2:13][CH2:12][N:10]2[N:11]=1.[C:30](OC(=O)C)(=[O:32])[CH3:31]>N1C=CC=CC=1>[N:1]1[CH:6]=[CH:5][CH:4]=[CH:3][C:2]=1[C:7]1[C:8]([C:15]2[C:24]3[C:19](=[CH:20][C:21]([O:25][CH2:26][CH2:27][CH2:28][NH:29][C:30](=[O:32])[CH3:31])=[CH:22][CH:23]=3)[N:18]=[CH:17][CH:16]=2)=[C:9]2[CH2:14][CH2:13][CH2:12][N:10]2[N:11]=1. Procedure: To a solution of 3-[4-(2-pyridin-2-yl-5,6-dihydro-4H-pyrrolo[1,2-b]pyrazol-3-yl)-quinolin-7-yloxy]-propylamine (25 mg, 0.06 mmol) in pyridine (1 mL) at room temperature is added acetic anhydride (500 μL, 5.3 mmol). The mixture is stirred for 2 h, concentrated in vacuo, and the residue chromatographed on SiO2 (89% dichloromethane 10% methanol 1% concentrated ammonium hydroxide) to yield the title compound, 12 mg (47%), as a light brown solid Starting materials: C1CCOC1, Cc1cscc1N=C=S, COc1cccc(N)c1N, Cc1ccccc1, CCOC(C)=O. The product is COc1cccc(NC(=S)Nc2cscc2C)c1N. As a reaction SMILES: [CH2:33]1[O:34][CH2:35][CH2:36][CH2:37]1.[CH3:11][c:12]1[c:13]([N:17]=[C:18]=[S:19])[cH:14][s:15][cH:16]1.[CH3:1][O:2][c:3]1[c:4]([NH2:10])[c:5]([NH2:9])[cH:6][cH:7][cH:8]1.[CH3:20][c:21]1[cH:22][cH:23][cH:24][cH:25][cH:26]1.[CH3:27][CH2:28][O:29][C:30](=[O:31])[CH3:32]>>[CH3:1][O:2][c:3]1[c:4]([NH2:10])[c:5]([NH:9][C:18]([NH:17][c:13]2[c:12]([CH3:11])[cH:16][s:15][cH:14]2)=[S:19])[cH:6][cH:7][cH:8]1. The reactants are SC1=NC=CC=N1 (2-mercaptopyrimidine), ClC1=NC=CC=C1[N+](=O)[O-] (2-chloro-3-nitropyridine). Solvent: [OH-].[Na+] (sodium hydroxide), CS(=O)C (DMSO). Reaction conditions: temperature 82 celsius, time 1 hour. The product is N1=C(N=CC=C1)SC1=NC=CC=C1[N+](=O)[O-] (2-(2-Pyrimidinylthio)-3-nitropyridine). Yield: 74.0%. As a reaction SMILES: [SH:1][C:2]1[N:7]=[CH:6][CH:5]=[CH:4][N:3]=1.Cl[C:9]1[C:14]([N+:15]([O-:17])=[O:16])=[CH:13][CH:12]=[CH:11][N:10]=1>[OH-].[Na+].CS(C)=O>[N:3]1[CH:4]=[CH:5][CH:6]=[N:7][C:2]=1[S:1][C:9]1[C:14]([N+:15]([O-:17])=[O:16])=[CH:13][CH:12]=[CH:11][N:10]=1 |f:2.3|. Procedure details: A mixture of 2.8 g of 2-mercaptopyrimidine in 35 ml 5.5% aqueous sodium hydroxide solution was added to 3.95 g 2-chloro-3-nitropyridine in 15 ml DMSO that was preheated to 92° C. The mixture, already containing precipitated product, cooled, and then was reheated to reflux at 82° C. After one hour, the reaction was allowed to cool and then poured into 150 ml ice-water. The precipitate was collected by filtration, washed with water and 95% ethanol, and then recrystallized from 95% ethanol to give ...